This data is from the Open Reaction Database (ORD), a public repository of structured organic reaction records. The task is: describe an organic reaction: reactants, conditions, products, and yield Reactants: CN1N=C(C=C1)NC1=NC=NC2=CC=C(C=C12)OC1=CC=C(C=N1)O (6-({4-[(1-methyl-1H-pyrazol-3-yl)amino]quinazolin-6-yl}oxy)pyridin-3-ol), CS(=O)(=O)OC[C@@H](C)OC1OCCCC1 ((2R)-2-(tetrahydro-2H-pyran-2-yloxy)propyl methanesulfonate). The product is CN1N=C(C=C1)NC1=NC=NC2=CC=C(C=C12)OC1=CC=C(C=N1)OC[C@H](C)O ((2S)-1-{[6-({4-[(1-methyl-1H-pyrazol-3-yl)amino]quinazolin-6-yl}oxy)pyridin-3-yl}oxy]propan-2-ol). RXN SMILES: [CH3:1][N:2]1[CH:6]=[CH:5][C:4]([NH:7][C:8]2[C:17]3[C:12](=[CH:13][CH:14]=[C:15]([O:18][C:19]4[N:24]=[CH:23][C:22]([OH:25])=[CH:21][CH:20]=4)[CH:16]=3)[N:11]=[CH:10][N:9]=2)=[N:3]1.CS(O[CH2:31][C@H:32]([O:34]C1CCCCO1)[CH3:33])(=O)=O>>[CH3:1][N:2]1[CH:6]=[CH:5][C:4]([NH:7][C:8]2[C:17]3[C:12](=[CH:13][CH:14]=[C:15]([O:18][C:19]4[N:24]=[CH:23][C:22]([O:25][CH2:31][C@@H:32]([OH:34])[CH3:33])=[CH:21][CH:20]=4)[CH:16]=3)[N:11]=[CH:10][N:9]=2)=[N:3]1. Procedure: Using 6-({4-[(1-methyl-1H-pyrazol-3-yl)amino]quinazolin-6-yl}oxy)pyridin-3-ol obtained in Example 6-3) and (2R)-2-(tetrahydro-2H-pyran-2-yloxy)propyl methanesulfonate, and in the same manner as in Example 26-1) and 26-2), the entitled compound (42 mg) was obtained as a pale yellow amorphous solid. Starting materials: Br, ClCCl, C[Al](C)C, CCCCCC, Cl, NC1CCOC1=O, Nc1ccc(Cl)cc1Cl. The product is NC(CCO)C(=O)Nc1ccc(Cl)cc1Cl. RXN SMILES: [BrH:14].[CH2:23]([Cl:24])[Cl:25].[CH3:10][Al:11]([CH3:12])[CH3:13].[CH3:26][CH2:27][CH2:28][CH2:29][CH2:30][CH3:31].[ClH:22].[NH2:15][CH:16]1[C:17](=[O:18])[O:19][CH2:20][CH2:21]1.[NH2:1][c:2]1[cH:3][cH:4][c:5]([Cl:6])[cH:7][c:8]1[Cl:9]>>[NH:1]([c:2]1[cH:3][cH:4][c:5]([Cl:6])[cH:7][c:8]1[Cl:9])[C:17]([CH:16]([NH2:15])[CH2:21][CH2:20][OH:19])=[O:18]. Reactants: COc1ccc(P2(=S)SP(=S)(c3ccc(OC)cc3)S2)cc1, Cc1ccccc1, NC(=O)c1cn(CC2CCOCC2)c2c(Cl)cccc12, C1CCOC1. The product is NC(=S)c1cn(CC2CCOCC2)c2c(Cl)cccc12. RXN SMILES: [CH3:21][O:22][c:23]1[cH:24][cH:25][c:26]([P:27]2(=[S:30])[S:28][P:29]([c:31]3[cH:32][cH:33][c:34]([O:35][CH3:36])[cH:37][cH:38]3)(=[S:39])[S:40]2)[cH:41][cH:42]1.[CH3:43][c:44]1[cH:45][cH:46][cH:47][cH:48][cH:49]1.[Cl:1][c:2]1[cH:3][cH:4][cH:5][c:6]2[c:7]([C:18](=[O:19])[NH2:20])[cH:8][n:9]([CH2:11][CH:12]3[CH2:13][CH2:14][O:15][CH2:16][CH2:17]3)[c:10]12.[O:50]1[CH2:51][CH2:52][CH2:53][CH2:54]1>>[Cl:1][c:2]1[cH:3][cH:4][cH:5][c:6]2[c:7]([C:18]([NH2:20])=[S:30])[cH:8][n:9]([CH2:11][CH:12]3[CH2:13][CH2:14][O:15][CH2:16][CH2:17]3)[c:10]12. The reactants are [OH-].[Na+] (sodium hydroxide), C(C)(=O)C=1C(=C2C(C(CSC2=C(C1)C)(C)C)=O)C (6-acetyl-3,3,5,8-tetramethylthiochroman-4-one), II (iodine), [OH-].[K+] (potassium hydroxide). Run in N1=CC=CC=C1 (pyridine), N1=CC=CC=C1 (pyridine), O (water), C(CO)O (ethylene glycol). The product is C(=O)(O)C=1C(=C2C(C(CSC2=C(C1)C)(C)C)=O)C (6-Carboxy-3,3,5,8-tetramethylthiochroman-4-one). Yield: 95.0%. As a reaction SMILES: [C:1]([C:4]1[C:5]([CH3:18])=[C:6]2[C:11](=[C:12]([CH3:14])[CH:13]=1)[S:10][CH2:9][C:8]([CH3:16])([CH3:15])[C:7]2=[O:17])(=[O:3])C.II.[OH-:21].[K+].[OH-].[Na+]>O.C(O)CO.N1C=CC=CC=1>[C:1]([C:4]1[C:5]([CH3:18])=[C:6]2[C:11](=[C:12]([CH3:14])[CH:13]=1)[S:10][CH2:9][C:8]([CH3:16])([CH3:15])[C:7]2=[O:17])([OH:3])=[O:21] |f:2.3,4.5|. Reported procedure: A mixture containing 10.8 g (41 mmol) of 6-acetyl-3,3,5,8-tetramethylthiochroman-4-one, 12.6 g (50 mmol) of iodine and 9.8 g (124 mmol) of pyridine was heated at 110~110° C. for 6 hours. After the completion of the reaction, excess pyridine was distilled off under reduced pressure, and to the residue were added 50 ml of ethylene glycol, 20 ml of water and 11 g (167 mmol) of potassium hydroxide. The mixture was refluxed under heat for 2 hours. After the reaction mixture was allowed to cool, 200 m... Reactants: CCN(C(C)C)C(C)C, C1COCCO1, CCOC(C)=O, Cl, CCOC(=O)C1=C(O)c2cc(F)c(F)cc2C2(CCOCC2)C1=O, CC(C)(C)OC(=O)CN. Yields the product CC(C)(C)OC(=O)CNC(=O)C1=C(O)c2cc(F)c(F)cc2C2(CCOCC2)C1=O. As a reaction SMILES: [CH2:25]([N:26]([CH:27]([CH3:28])[CH3:29])[CH:30]([CH3:31])[CH3:32])[CH3:33].[CH2:44]1[O:45][CH2:46][CH2:47][O:48][CH2:49]1.[CH3:50][CH2:51][O:52][C:53]([CH3:54])=[O:55].[ClH:34].[F:1][c:2]1[cH:3][c:4]2[c:9]([cH:10][c:11]1[F:12])[C:8]1([C:7](=[O:18])[C:6]([C:19](=[O:20])[O:21][CH2:22][CH3:23])=[C:5]2[OH:24])[CH2:13][CH2:14][O:15][CH2:16][CH2:17]1.[NH2:35][CH2:36][C:37](=[O:38])[O:39][C:40]([CH3:41])([CH3:42])[CH3:43]>>[F:1][c:2]1[cH:3][c:4]2[c:9]([cH:10][c:11]1[F:12])[C:8]1([C:7](=[O:18])[C:6]([C:19](=[O:20])[NH:35][CH2:36][C:37](=[O:38])[O:39][C:40]([CH3:41])([CH3:42])[CH3:43])=[C:5]2[OH:24])[CH2:13][CH2:14][O:15][CH2:16][CH2:17]1.